Dataset: the Open Reaction Database (ORD), a public repository of structured organic reaction records. Task: describe an organic reaction: reactants, conditions, products, and yield Reactants: solution, [Li+].C[Si](C)(C)[N-][Si](C)(C)C (LHMDS), Br[Si](C)(C)C (Bromotrimethylsilane), C(C)(C)(C)OC(=O)N1CCC(CC1)CC(=O)OC (methyl 2-(1-tert-butoxycarbonyl-4-piperidinyl)-acetate), BrN1C(CCC1=O)=O (N-bromosuccinimide). The solvent is C1CCOC1 (THF), C1CCOC1 (THF), C1CCOC1 (THF). Conditions: temperature -78 celsius, time 30 minute. The product is BrC(C(=O)OC)C1CCN(CC1)C(=O)OC(C)(C)C (Methyl 2-Bromo-2-(1-tert-butoxycarbonyl-4-piperidinyl)-acetate). RXN SMILES: [C:1]([O:5][C:6]([N:8]1[CH2:13][CH2:12][CH:11]([CH2:14][C:15]([O:17][CH3:18])=[O:16])[CH2:10][CH2:9]1)=[O:7])([CH3:4])([CH3:3])[CH3:2].[Li+].C[Si]([N-][Si](C)(C)C)(C)C.[Br:29][Si](C)(C)C.BrN1C(=O)CCC1=O>C1COCC1>[Br:29][CH:14]([CH:11]1[CH2:12][CH2:13][N:8]([C:6]([O:5][C:1]([CH3:4])([CH3:3])[CH3:2])=[O:7])[CH2:9][CH2:10]1)[C:15]([O:17][CH3:18])=[O:16] |f:1.2|. Procedure details: Commercially available methyl 2-(1-tert-butoxycarbonyl-4-piperidinyl)-acetate (Astatech, 2.57 g, 10.0 mmol) was dissolved in anhydrous THF (20 mL) under argon, cooled to −78° C., treated dropwise with a 1N solution of LHMDS in THF (20 mL), and stirred under positive Ar pressure for 30 mins. Bromotrimethylsilane (2.10 mL, 15.9 mmol) was added dropwise via dry syringe over 5 mins, then a solution of freshly recrystallized N-bromosuccinimide (2.14 g, 12.0 mmol) in anhydrous THF (20 mL) was added in... The reactants are COc1cc(-c2nc3ccccc3o2)ccc1CBr, COCCOC, [K+], [K+], O=C([O-])[O-], O, c1ccc(P(c2ccccc2)(c2ccccc2)[Pd](P(c2ccccc2)(c2ccccc2)c2ccccc2)(P(c2ccccc2)(c2ccccc2)c2ccccc2)P(c2ccccc2)(c2ccccc2)c2ccccc2)cc1, OB(O)c1cccnc1. RXN SMILES: [Br:1][CH2:2][c:3]1[c:4]([O:18][CH3:19])[cH:5][c:6](-[c:9]2[o:10][c:11]3[c:12]([n:13]2)[cH:14][cH:15][cH:16][cH:17]3)[cH:7][cH:8]1.[CH3:35][O:36][CH2:37][CH2:38][O:39][CH3:40].[K+:29].[K+:30].[O-:31][C:32]([O-:33])=[O:34].[OH2:118].[cH:41]1[cH:42][cH:43][c:44]([P:45]([Pd:46]([P:47]([c:48]2[cH:49][cH:50][cH:51][cH:52][cH:53]2)([c:54]2[cH:55][cH:56][cH:57][cH:58][cH:59]2)[c:60]2[cH:61][cH:62][cH:63][cH:64][cH:65]2)([P:66]([c:67]2[cH:68][cH:69][cH:70][cH:71][cH:72]2)([c:73]2[cH:74][cH:75][cH:76][cH:77][cH:78]2)[c:79]2[cH:80][cH:81][cH:82][cH:83][cH:84]2)[P:85]([c:86]2[cH:87][cH:88][cH:89][cH:90][cH:91]2)([c:92]2[cH:93][cH:94][cH:95][cH:96][cH:97]2)[c:98]2[cH:99][cH:100][cH:101][cH:102][cH:103]2)([c:104]2[cH:105][cH:106][cH:107][cH:108][cH:109]2)[c:110]2[cH:111][cH:112][cH:113][cH:114][cH:115]2)[cH:116][cH:117]1.[n:20]1[cH:21][c:22]([B:26]([OH:27])[OH:28])[cH:23][cH:24][cH:25]1>>[CH2:2]([c:3]1[c:4]([O:18][CH3:19])[cH:5][c:6](-[c:9]2[o:10][c:11]3[c:12]([n:13]2)[cH:14][cH:15][cH:16][cH:17]3)[cH:7][cH:8]1)[c:22]1[cH:21][n:20][cH:25][cH:24][cH:23]1. Yields the product COc1cc(-c2nc3ccccc3o2)ccc1Cc1cccnc1. Reaction conditions: time 20 hour. Product: O[C@H](C(=O)O)CC1CCC1 (2-(S)-Hydroxy-3-(cyclobutyl)propanoic acid). Procedure: A suspension of 33.66 g (0.3 mol) of potassium t-butoxide in 50 mL of THF was treated with 5.40 mL (0.3 mol) of H2O. The resulting mixture was treated with a solution of 11.48 g (0.061 mol) of N-methyl-N-methoxy 2-(S)-hydroxy-3-cyclobutyl propanamide (from Step C) in 20 mL of THF and stirred at rt for 20 h. The mixture was concentrated and the residue was partitioned between 300 mL of ether and 200 mL of H2O and the layers were separated. The pH of the aqueous layer was adjusted to 2 with concen... Reaction SMILES: CC(C)([O-:4])C.[K+].O.CN(OC)[C:10](=[O:18])[C@@H:11]([OH:17])[CH2:12][CH:13]1[CH2:16][CH2:15][CH2:14]1>C1COCC1>[OH:17][C@@H:11]([CH2:12][CH:13]1[CH2:16][CH2:15][CH2:14]1)[C:10]([OH:18])=[O:4] |f:0.1|. Starting materials: O (H2O), CC(C)([O-])C.[K+] (potassium t-butoxide), CN(C([C@H](CC1CCC1)O)=O)OC (N-methyl-N-methoxy 2-(S)-hydroxy-3-cyclobutyl propanamide). Solvent: C1CCOC1 (THF), C1CCOC1 (THF). Yield: 85.3%.